From a dataset of the Open Reaction Database (ORD), a public repository of structured organic reaction records. describe an organic reaction: reactants, conditions, products, and yield The reactants are O=C([O-])[O-], Brc1cccc2ccn(Cc3ccccc3)c12, CCCCCC, ClCCl, OB(O)c1ccc(OC(F)(F)F)cc1, [K+], [K+], C1COCCO1, O. The product is FC(F)(F)Oc1ccc(-c2cccc3ccn(Cc4ccccc4)c23)cc1. As a reaction SMILES: [C:35](=[O:36])([O-:37])[O-:38].[CH2:1]([c:2]1[cH:3][cH:4][cH:5][cH:6][cH:7]1)[n:8]1[cH:9][cH:10][c:11]2[cH:12][cH:13][cH:14][c:15]([Br:17])[c:16]12.[CH3:48][CH2:49][CH2:50][CH2:51][CH2:52][CH3:53].[Cl:32][CH2:33][Cl:34].[F:18][C:19]([O:20][c:21]1[cH:22][cH:23][c:24]([B:27]([OH:28])[OH:29])[cH:25][cH:26]1)([F:30])[F:31].[K+:39].[K+:40].[O:41]1[CH2:42][CH2:43][O:44][CH2:45][CH2:46]1.[OH2:47]>>[CH2:1]([c:2]1[cH:3][cH:4][cH:5][cH:6][cH:7]1)[n:8]1[cH:9][cH:10][c:11]2[cH:12][cH:13][cH:14][c:15](-[c:24]3[cH:23][cH:22][c:21]([O:20][C:19]([F:18])([F:30])[F:31])[cH:26][cH:25]3)[c:16]12. Starting materials: ClC=1C=CC(=C(C1)C1=CC(NC=C1OC)=O)[N+](=O)[O-] (4-(5-chloro-2-nitrophenyl)-5-methoxypyridin-2(1H)-one), BrC(C(=O)O)C (2-bromopropanoic acid). Yields the product ClC=1C=CC(=C(C1)C1=CC(N(C=C1OC)C(C(=O)O)C)=O)[N+](=O)[O-] (2-[4-(5-Chloro-2-nitrophenyl)-5-methoxy-2-oxopyridin-1(2H)-yl]propanoic acid). RXN SMILES: [Cl:1][C:2]1[CH:3]=[CH:4][C:5]([N+:17]([O-:19])=[O:18])=[C:6]([C:8]2[C:13]([O:14][CH3:15])=[CH:12][NH:11][C:10](=[O:16])[CH:9]=2)[CH:7]=1.Br[CH:21]([CH3:25])[C:22]([OH:24])=[O:23]>>[Cl:1][C:2]1[CH:3]=[CH:4][C:5]([N+:17]([O-:19])=[O:18])=[C:6]([C:8]2[C:13]([O:14][CH3:15])=[CH:12][N:11]([CH:21]([CH3:25])[C:22]([OH:24])=[O:23])[C:10](=[O:16])[CH:9]=2)[CH:7]=1. Procedure: 115 mg (purity 85%, 0.35 mmol) of 4-(5-chloro-2-nitrophenyl)-5-methoxypyridin-2(1H)-one and 1.5 eq. of 2-bromopropanoic acid (racemate) were reacted according to General Method 4A at 50° C. Yield: 43 mg (35% of theory)